Task: describe an organic reaction: reactants, conditions, products, and yield. Dataset: the Open Reaction Database (ORD), a public repository of structured organic reaction records The reactants are C(C)(C)OC(C)C (diisopropyl ether), NC1[C@@H]2N(C(=C(CS2)CCl)C(=O)OC(C2=CC=CC=C2)C2=CC=CC=C2)C1=O (benzhydryl 7-amino-3-chloromethyl-3-cephem-4-carboxylate), C(C1=CC=CC=C1)=O (benzaldehyde), [I-].[Na+] (sodium iodide), C1(=CC=CC=C1)P(C1=CC=CC=C1)C1=CC=CC=C1 (triphenylphosphine). The solvent is C(C)(=O)OCC (ethyl acetate), CN(C=O)C (N,N-dimethylformamide). Conditions: temperature 40 celsius, time 40 minute. The product is [I-].C(C1=CC=CC=C1)(C1=CC=CC=C1)OC(=O)C1=C(CS[C@H]2N1C(C2N=CC2=CC=CC=C2)=O)C[P+](C2=CC=CC=C2)(C2=CC=CC=C2)C2=CC=CC=C2 ([4-benzhydryloxycarbonyl-7-benzylideneamino-3-cephem-3-yl]methyl-triphenyl-phosphonium iodide). The yield is 102.3%. RXN SMILES: [NH2:1][CH:2]1[C:27](=[O:28])[N:4]2[C:5]([C:11]([O:13][CH:14]([C:21]3[CH:26]=[CH:25][CH:24]=[CH:23][CH:22]=3)[C:15]3[CH:20]=[CH:19][CH:18]=[CH:17][CH:16]=3)=[O:12])=[C:6]([CH2:9]Cl)[CH2:7][S:8][C@H:3]12.[CH:29](=O)[C:30]1[CH:35]=[CH:34][CH:33]=[CH:32][CH:31]=1.[I-:37].[Na+].[C:39]1([P:45]([C:52]2[CH:57]=[CH:56][CH:55]=[CH:54][CH:53]=2)[C:46]2[CH:51]=[CH:50][CH:49]=[CH:48][CH:47]=2)[CH:44]=[CH:43][CH:42]=[CH:41][CH:40]=1.C(OC(C)C)(C)C>CN(C)C=O.C(OCC)(=O)C>[I-:37].[CH:14]([O:13][C:11]([C:5]1[N:4]2[C:27](=[O:28])[CH:2]([N:1]=[CH:29][C:30]3[CH:35]=[CH:34][CH:33]=[CH:32][CH:31]=3)[C@H:3]2[S:8][CH2:7][C:6]=1[CH2:9][P+:45]([C:46]1[CH:47]=[CH:48][CH:49]=[CH:50][CH:51]=1)([C:52]1[CH:57]=[CH:56][CH:55]=[CH:54][CH:53]=1)[C:39]1[CH:40]=[CH:41][CH:42]=[CH:43][CH:44]=1)=[O:12])([C:15]1[CH:20]=[CH:19][CH:18]=[CH:17][CH:16]=1)[C:21]1[CH:22]=[CH:23][CH:24]=[CH:25][CH:26]=1 |f:2.3,8.9|. Procedure details: To a solution of benzhydryl 7-amino-3-chloromethyl-3-cephem-4-carboxylate (8.0 g) in N,N-dimethylformamide (40 ml) were added molecular sieve (10 g) and benzaldehyde (2.1 g), followed by stirring at 40° C. for 40 minutes. Thereto was added sodium iodide (2.9 g) and triphenylphosphine (10.1 g), followed by stirring at 40° C. for an hour. The reaction mixture was added dropwise to a mixture of diisopropyl ether (200 ml) and ethyl acetate (100 ml), and the precipitated crystals were collected by fi...